From a dataset of the Open Reaction Database (ORD), a public repository of structured organic reaction records. describe an organic reaction: reactants, conditions, products, and yield Reactants: S(O)(O)(=O)=O (sulphuric acid), C(C)OCOC=1C=C(C=C(C1)OCOCC)C=CC=1C=C(C=CC1)C=CCCC(C(C)C)O (7-{3-[2-(3,5-bis-ethoxymethoxyphenyl)vinyl]phenyl}-2-methylhept-6-en-3-ol). Solvent: C1CCOC1 (THF), CO (methanol). Yields the product OC(CCC=CC=1C=C(C=CC1)C=CC=1C=C(C=C(C1)O)O)C(C)C (5-{2-[3-(5-Hydroxy-6-methylhept-1-enyl)phenyl]vinyl}-benzene-1,3-diol). Reaction SMILES: S(=O)(=O)(O)O.C(OC[O:10][C:11]1[CH:12]=[C:13]([CH:22]=[CH:23][C:24]2[CH:25]=[C:26]([CH:30]=[CH:31][CH2:32][CH2:33][CH:34]([OH:38])[CH:35]([CH3:37])[CH3:36])[CH:27]=[CH:28][CH:29]=2)[CH:14]=[C:15]([O:17]COCC)[CH:16]=1)C>CO.C1COCC1>[OH:38][CH:34]([CH:35]([CH3:37])[CH3:36])[CH2:33][CH2:32][CH:31]=[CH:30][C:26]1[CH:25]=[C:24]([CH:23]=[CH:22][C:13]2[CH:12]=[C:11]([OH:10])[CH:16]=[C:15]([OH:17])[CH:14]=2)[CH:29]=[CH:28][CH:27]=1. Procedure details: In a manner similar to Example 1(j), by reacting 0.3 ml of concentrated sulphuric acid in 2.8 ml of methanol with 140 mg (0.31 mmol) of 7-{3-[2-(3,5-bis-ethoxymethoxyphenyl)vinyl]phenyl}-2-methylhept-6-en-3-ol in 2.8 ml of THF, after purification on a silica column (ethyl acetate 40-heptane 60), a white powder (m=80 mg; Y=77%) is obtained. m.p.=51-60° C. The reactants are [Al+3], C1CCOC1, O=CNc1cccc(F)c1Cl, [H-], [H-], [H-], [H-], [Li+]. Product: CNc1cccc(F)c1Cl. As a reaction SMILES: [Al+3:2].[CH2:18]1[O:19][CH2:20][CH2:21][CH2:22]1.[Cl:7][c:8]1[c:9]([NH:15][CH:16]=[O:17])[cH:10][cH:11][cH:12][c:13]1[F:14].[H-:1].[H-:4].[H-:5].[H-:6].[Li+:3]>>[Cl:7][c:8]1[c:9]([NH:15][CH3:16])[cH:10][cH:11][cH:12][c:13]1[F:14]. Reactants: CC(C)(C)OC(=O)c1c(N)sc2c1CCOC2CNC(=O)OCC(Cl)(Cl)Cl, O=P([O-])([O-])[O-], C1CCOC1, [Zn]. The product is CC(C)(C)OC(=O)c1c(N)sc2c1CCOC2CN. As a reaction SMILES: [C:1]([CH3:2])([CH3:3])([CH3:4])[O:5][C:6](=[O:7])[c:8]1[c:9]([NH2:27])[s:10][c:11]2[c:16]1[CH2:15][CH2:14][O:13][CH:12]2[CH2:17][NH:18][C:19]([O:20][CH2:21][C:22]([Cl:23])([Cl:24])[Cl:25])=[O:26].[O-:28][P:29](=[O:30])([O-:31])[O-:32].[O:33]1[CH2:34][CH2:35][CH2:36][CH2:37]1.[Zn:38]>>[C:1]([CH3:2])([CH3:3])([CH3:4])[O:5][C:6](=[O:7])[c:8]1[c:9]([NH2:27])[s:10][c:11]2[c:16]1[CH2:15][CH2:14][O:13][CH:12]2[CH2:17][NH2:18]. Starting materials: CCO, C=CC(C)=O, O=c1[nH][nH]c(=O)c2ccccc12. The product is CC(=O)CCn1[nH]c(=O)c2ccccc2c1=O. Reaction SMILES: [CH3:18][CH2:19][OH:20].[CH:13](=[CH2:14])[C:15](=[O:16])[CH3:17].[c:1]1(=[O:12])[nH:2][nH:3][c:4](=[O:11])[c:5]2[cH:6][cH:7][cH:8][cH:9][c:10]12>>[c:1]1(=[O:12])[nH:2][n:3]([CH2:14][CH2:13][C:15](=[O:16])[CH3:17])[c:4](=[O:11])[c:5]2[cH:6][cH:7][cH:8][cH:9][c:10]12. Procedure: 3-(3-Chloro-4-fluorophenoxy)-2-hydroxy-2-methyl-N-(2-methyl-3-nitrophenyl)propionamide was prepared as described in Example 1 starting from 3-chloro-4-fluorophenol and 2-methyloxirane-2-carboxylic acid (2-methyl-3-nitrophenyl)amide. The crude product was purified by flash chromatography (dichloromethane-1% methanol). 1H NMR (400 MHz, DMSO-d6): 1.44 (3H, s), 2.27 (3H, s), 3.99 (1H, d, J=9.8 Hz), 4.23 (1H, d, J=9.8 Hz), 6.15 (1H, s), 6.92-6.97 (1H, m), 7.17-7.20 (1H, m), 7.29-7.35 (1H, m), 7.41-7.... Product: ClC=1C=C(OCC(C(=O)NC2=C(C(=CC=C2)[N+](=O)[O-])C)(C)O)C=CC1F (3-(3-Chloro-4-fluorophenoxy)-2-hydroxy-2-methyl-N-(2-methyl-3-nitrophenyl)propionamide). Reactants: ClC=1C=C(C=CC1F)O (3-chloro-4-fluorophenol), CC1=C(C=CC=C1[N+](=O)[O-])NC(=O)C1(OC1)C (2-methyloxirane-2-carboxylic acid (2-methyl-3-nitrophenyl)amide). Reaction SMILES: [Cl:1][C:2]1[CH:3]=[C:4]([OH:9])[CH:5]=[CH:6][C:7]=1[F:8].[CH3:10][C:11]1[C:16]([N+:17]([O-:19])=[O:18])=[CH:15][CH:14]=[CH:13][C:12]=1[NH:20][C:21]([C:23]1([CH3:26])[CH2:25][O:24]1)=[O:22]>>[Cl:1][C:2]1[CH:3]=[C:4]([CH:5]=[CH:6][C:7]=1[F:8])[O:9][CH2:26][C:23]([OH:24])([CH3:25])[C:21]([NH:20][C:12]1[CH:13]=[CH:14][CH:15]=[C:16]([N+:17]([O-:19])=[O:18])[C:11]=1[CH3:10])=[O:22].